From a dataset of the Open Reaction Database (ORD), a public repository of structured organic reaction records. describe an organic reaction: reactants, conditions, products, and yield The reactants are CCOC(=O)Cc1ccc(OCC=C(C)c2ccc(-c3ccc(Br)cc3)cc2)cc1, CCO, CCOC(C)=O, Cl, [Na+], [OH-]. Yields the product CC(=CCOc1ccc(CC(=O)O)cc1)c1ccc(-c2ccc(Br)cc2)cc1. Reaction SMILES: [CH2:1]([CH3:2])[O:3][C:4]([CH2:5][c:6]1[cH:7][cH:8][c:9]([O:12][CH2:13][CH:14]=[C:15]([CH3:16])[c:17]2[cH:18][cH:19][c:20](-[c:23]3[cH:24][cH:25][c:26]([Br:29])[cH:27][cH:28]3)[cH:21][cH:22]2)[cH:10][cH:11]1)=[O:30].[CH3:31][CH2:32][OH:33].[CH3:37][CH2:38][O:39][C:40](=[O:41])[CH3:42].[ClH:36].[Na+:35].[OH-:34]>>[O:3]=[C:4]([CH2:5][c:6]1[cH:7][cH:8][c:9]([O:12][CH2:13][CH:14]=[C:15]([CH3:16])[c:17]2[cH:18][cH:19][c:20](-[c:23]3[cH:24][cH:25][c:26]([Br:29])[cH:27][cH:28]3)[cH:21][cH:22]2)[cH:10][cH:11]1)[OH:30]. Starting materials: N12CCCCCC2=NCCC1 (1,8-diazabicyclo[5,4,0]undec-7-ene), FC(C1=CC(=NC=C1)C=1NOC(N1)=O)(F)F (3-(4-trifluoromethylpyridin-2-yl)-1,2,4-oxadiazol-5-one), CC(C(=O)Cl)(CC)C (2,2-dimethylbutanoyl chloride). Solvent: N1=CC=CC=C1 (pyridine). Run at time 3 hour. Product: CC(C(=O)N1C(=NOC1=O)C1=NC=CC(=C1)C(F)(F)F)(CC)C (4-(2,2-dimethylbutanoyl)-3-(4-trifluoromethylpyridin-2-yl)-1,2,4-oxadiazol-5-one). Isolated yield 56.2%. As a reaction SMILES: N12CCCN=C1CCCCC2.[F:12][C:13]([F:27])([F:26])[C:14]1[CH:19]=[CH:18][N:17]=[C:16]([C:20]2[NH:21][O:22][C:23](=[O:25])[N:24]=2)[CH:15]=1.[CH3:28][C:29]([CH3:35])([CH2:33][CH3:34])[C:30](Cl)=[O:31]>N1C=CC=CC=1>[CH3:28][C:29]([CH3:35])([CH2:33][CH3:34])[C:30]([N:24]1[C:23](=[O:25])[O:22][N:21]=[C:20]1[C:16]1[CH:15]=[C:14]([C:13]([F:12])([F:26])[F:27])[CH:19]=[CH:18][N:17]=1)=[O:31]. Reported procedure: To 1 ml of pyridine were added 0.3 g of 1,8-diazabicyclo[5,4,0]undec-7-ene, and 0.3 g of 3-(4-trifluoromethylpyridin-2-yl)-1,2,4-oxadiazol-5-one, and 0.26 g of 2,2-dimethylbutanoyl chloride was added at room temperature. After stirring for 3 hours, the resultant solution was concentrated, and the residue was subjected to silica gel column chromatography to obtain 0.24 g of 4-(2,2-dimethylbutanoyl)-3-(4-trifluoromethylpyridin-2-yl)-1,2,4-oxadiazol-5-one (present compound (11)).